Dataset: the Open Reaction Database (ORD), a public repository of structured organic reaction records. Task: describe an organic reaction: reactants, conditions, products, and yield The reactants are CCOC(=O)c1sc2c(F)cncc2c1Nc1ccc([Si](C)(C)C)cc1F, ClCCl, ClI. Product: CCOC(=O)c1sc2c(F)cncc2c1Nc1ccc(I)cc1F. Reaction SMILES: [CH2:1]([CH3:2])[O:3][C:4](=[O:5])[c:6]1[c:7]([NH:16][c:17]2[c:18]([F:27])[cH:19][c:20]([Si:23]([CH3:24])([CH3:25])[CH3:26])[cH:21][cH:22]2)[c:8]2[cH:9][n:10][cH:11][c:12]([F:15])[c:13]2[s:14]1.[Cl:30][CH2:31][Cl:32].[I:28][Cl:29]>>[CH2:1]([CH3:2])[O:3][C:4](=[O:5])[c:6]1[c:7]([NH:16][c:17]2[c:18]([F:27])[cH:19][c:20]([I:28])[cH:21][cH:22]2)[c:8]2[cH:9][n:10][cH:11][c:12]([F:15])[c:13]2[s:14]1. The reactants are N([C@@H](CCC(N)=O)C(=O)OC1=CC=C([N+](=O)[O-])C=C1)C(=O)OC(C)(C)C (Boc-Gln-ONp), C(C)(=O)OCC (ethyl acetate), CN(C)C=O (DMF), OC1=CC=CC=2NN=NC21 (hydroxy benzotriazole), C(C)N1CCOCC1 (N-ethylmorpholine). Run at time 20 hour. Product: N([C@@H](CCC(N)=O)C(=O)N[C@@H](CCC(N)=O)C(=O)NCC(=O)OC)C(=O)OC(C)(C)C (Boc-Gln-Gln-Gly-OMe). Isolated yield 82.0%. RXN SMILES: [NH:1]([C:20]([O:22][C:23]([CH3:26])([CH3:25])[CH3:24])=[O:21])[C@H:2]([C:8]([O:10]C1C=CC([N+]([O-])=O)=CC=1)=O)[CH2:3][CH2:4][C:5](=[O:7])[NH2:6].O[C:28]1[C:36]2[N:35]=N[NH:33][C:32]=2C=C[CH:29]=1.C(N1CC[O:42]CC1)C.[C:45]([O:48][CH2:49]C)(=[O:47])[CH3:46].C[N:52]([CH:54]=[O:55])C>>[NH:1]([C:20]([O:22][C:23]([CH3:24])([CH3:25])[CH3:26])=[O:21])[C@H:2]([C:8]([NH:35][C@H:36]([C:32]([NH:33][CH2:46][C:45]([O:48][CH3:49])=[O:47])=[O:42])[CH2:28][CH2:29][C:54](=[O:55])[NH2:52])=[O:10])[CH2:3][CH2:4][C:5](=[O:7])[NH2:6]. Reported procedure: A solution of the residue obtained in the preceding step (theoretically 175.9 mM) in 500 ml of DMF, cooled on an ice bath, has 77.6 g of Boc-Gln-ONp (211.1 mM), 26.4 g of hydroxy benzotriazole (211.1 mM) and N-ethylmorpholine added thereto until a pH of 7 is obtained. After 20 hrs. of reaction at ambient temperature, the solution sets en masse. By addition of ethyl acetate, a precipitate is obtained which is drained, washed with AcOEt and dried in vacuo. 64.27 g of product are obtained, viz. a y... Starting materials: O (water), [H-].[Na+] (NaH), C(C)OC(=O)C1=CC(=C2C(=C(C(=CN2C1=O)F)Cl)C)C1CC1 (8-chloro-1-cyclopropyl-7-fluoro-9-methyl-4-oxo-4H-quinolizine-3-carboxylic acid ethyl ester), C(CC(=O)OC(C)(C)C)(=O)OC(C)(C)C (di-t-butyl malonate). The solvent is CN(C)C=O (DMF). Product: C(C)OC(=O)C1=CC(=C2C(=C(C(=CN2C1=O)F)CC(=O)OC(C1=CC=CC=C1)C1=CC=CC=C1)C)C1CC1 (1-cyclopropyl-8-(diphenylmethoxycarbonylmethyl)-7-fluoro-9-methyl-4-oxo-4H-quinolizine-3-carboxylic acid ethyl ester). RXN SMILES: [H-].[Na+].[C:3]([O:13][C:14]([CH3:17])([CH3:16])C)(=[O:12])[CH2:4][C:5](OC(C)(C)C)=O.[CH2:18]([O:20][C:21]([C:23]1[C:32](=[O:33])[N:31]2[C:26]([C:27](C)=[C:28](Cl)[C:29]([F:34])=[CH:30]2)=[C:25]([CH:37]2[CH2:39][CH2:38]2)[CH:24]=1)=[O:22])[CH3:19].O>CN(C=O)C>[CH2:18]([O:20][C:21]([C:23]1[C:32](=[O:33])[N:31]2[C:26]([C:27]([CH3:28])=[C:5]([CH2:4][C:3]([O:13][CH:14]([C:16]3[CH:30]=[CH:29][CH:28]=[CH:27][CH:26]=3)[C:17]3[CH:37]=[CH:25][CH:24]=[CH:23][CH:21]=3)=[O:12])[C:29]([F:34])=[CH:30]2)=[C:25]([CH:37]2[CH2:39][CH2:38]2)[CH:24]=1)=[O:22])[CH3:19] |f:0.1|. Procedure: To a suspension of NaH in DMF with ice bath cooling is added di-t-butyl malonate. After the addition, 8-chloro-1-cyclopropyl-7-fluoro-9-methyl-4-oxo-4H-quinolizine-3-carboxylic acid ethyl ester from Example 253i above is added. The reaction is then heated to 50° to 60° C., and the mixture is poured into water and acidified. The product is extracted into methylene chloride and dried over MgSO4. The residue, after removal of the solvent, is dissolved in methylene chloride and trifluoroacetic acid ... Reactants: Cc1nn(Cc2ccccc2)c2ccc([N+](=O)[O-])cc12, C1CCOC1, [H][H]. Product: Cc1nn(Cc2ccccc2)c2ccc(N)cc12. RXN SMILES: [CH2:1]([c:2]1[cH:3][cH:4][cH:5][cH:6][cH:7]1)[n:8]1[n:9][c:10]([CH3:20])[c:11]2[cH:12][c:13]([N+:17]([O-:18])=[O:19])[cH:14][cH:15][c:16]12.[CH2:23]1[O:24][CH2:25][CH2:26][CH2:27]1.[H:21][H:22]>>[CH2:1]([c:2]1[cH:3][cH:4][cH:5][cH:6][cH:7]1)[n:8]1[n:9][c:10]([CH3:20])[c:11]2[cH:12][c:13]([NH2:17])[cH:14][cH:15][c:16]12. Reported procedure: A mixture of 7-(bis((2-(trimethylsilyl)ethoxy)methyl)amino)-5-thiomorpholinodioxo-3-(quinolin-3-yl)pyrazolo[1,5-a]pyrimidine-6-carbonitrile (5 mg), EtOH (1 mL) and 3N HCl (1 mL) was heated at 60° C. until LCMS indicated complete reaction. The mixture was cooled to room temperature and the solvent was evaporated. Purification by prep-LC afforded 7-amino-5-thiomorpholinodioxo-3-(quinolin-3-yl)pyrazolo[1,5-a]pyrimidine-6-carbonitrile. LCMS tR=3.12 Min (10 min run, UV254nm). Mass calculated for, M+ ... Reaction conditions: temperature 60 celsius. Product: NC1=C(C(=NC=2N1N=CC2C2C(NC1=CC=CC=C1C2=O)=O)N2CCSCC2)C#N (7-amino-5-thiomorpholinodioxo-3-(quinolin-3-yl)pyrazolo[1,5-a]pyrimidine-6-carbonitrile). Reactants: C[Si](CCOCN(C1=C(C(=NC=2N1N=CC2C2C(NC1=CC=CC=C1C2=O)=O)N2CCSCC2)C#N)COCC[Si](C)(C)C)(C)C (7-(bis((2-(trimethylsilyl)ethoxy)methyl)amino)-5-thiomorpholinodioxo-3-(quinolin-3-yl)pyrazolo[1,5-a]pyrimidine-6-carbonitrile), Cl (HCl). The solvent is CCO (EtOH). As a reaction SMILES: C[Si](C)(C)CCOC[N:7](COCC[Si](C)(C)C)[C:8]1[N:13]2[N:14]=[CH:15][C:16]([CH:17]3[C:26](=[O:27])[C:25]4[C:20](=[CH:21][CH:22]=[CH:23][CH:24]=4)[NH:19][C:18]3=[O:28])=[C:12]2[N:11]=[C:10]([N:29]2[CH2:34][CH2:33][S:32][CH2:31][CH2:30]2)[C:9]=1[C:35]#[N:36].Cl>CCO>[NH2:7][C:8]1[N:13]2[N:14]=[CH:15][C:16]([CH:17]3[C:26](=[O:27])[C:25]4[C:20](=[CH:21][CH:22]=[CH:23][CH:24]=4)[NH:19][C:18]3=[O:28])=[C:12]2[N:11]=[C:10]([N:29]2[CH2:30][CH2:31][S:32][CH2:33][CH2:34]2)[C:9]=1[C:35]#[N:36]. The reactants are N1=CC=CC=C1 (pyridine), C(C1=CC=CC=C1)(=O)CN1C=2N(C(C3=C1C(N(C3)C3CCCCC3)=O)=O)N=C(C2)C2=CC=CC=C2 (4-(benzoylmethyl)-6-cyclohexyl-6,7-dihydro-2-phenyl-4H-pyrazolo[1,5-a]pyrrolo[3,4-d]pyrimidine-5,8-dione), Cl.NO (hydroxylamine hydrochloride). Solvent: C(C)O (ethanol), C(C)O (ethanol), C(C)O (ethanol). Product: C1(CCCCC1)N1C(C=2N(C=3N(C(C2C1)=O)N=C(C3)C3=CC=CC=C3)CC(C3=CC=CC=C3)=NO)=O (6-Cyclohexyl-6,7-dihydro-4-[2-(hydroxyimino)-2-phenyl-ethyl]-2-phenyl-4H-pyrazolo[1,5-a]pyrrolo[3,4-d]pyrimidine-5,8-dione). Yield: 60.0%. As a reaction SMILES: [C:1]([CH2:9][N:10]1[C:15]2[C:16](=[O:25])[N:17]([CH:19]3[CH2:24][CH2:23][CH2:22][CH2:21][CH2:20]3)[CH2:18][C:14]=2[C:13](=[O:26])[N:12]2[N:27]=[C:28]([C:30]3[CH:35]=[CH:34][CH:33]=[CH:32][CH:31]=3)[CH:29]=[C:11]12)(=O)[C:2]1[CH:7]=[CH:6][CH:5]=[CH:4][CH:3]=1.Cl.[NH2:37][OH:38].N1C=CC=CC=1>C(O)C>[CH:19]1([N:17]2[CH2:18][C:14]3[C:13](=[O:26])[N:12]4[N:27]=[C:28]([C:30]5[CH:35]=[CH:34][CH:33]=[CH:32][CH:31]=5)[CH:29]=[C:11]4[N:10]([CH2:9][C:1](=[N:37][OH:38])[C:2]4[CH:3]=[CH:4][CH:5]=[CH:6][CH:7]=4)[C:15]=3[C:16]2=[O:25])[CH2:24][CH2:23][CH2:22][CH2:21][CH2:20]1 |f:1.2|. Reported procedure: A mixture of 4-(benzoylmethyl)-6-cyclohexyl-6,7-dihydro-2-phenyl-4H-pyrazolo[1,5-a]pyrrolo[3,4-d]pyrimidine-5,8-dione (see Example 4), (1.00 g.; 2.15 mmoles) and hydroxylamine hydrochloride (225 mg.; 3.23 mmole), in 4.5 ml of absolute ethanol and 1.5 of pyridine was heated to reflux, becoming homogenous. The solution deposited a precipitate with time, so another 2 ml. of ethanol was added to aid stirring. After a total of eight hours at reflux, the mixture was cooled and diluted with 15 ml. of e... Reaction SMILES: [C:40](=[O:41])([O-:42])[O-:43].[CH2:20]([CH:21]([CH3:22])[CH3:23])[c:24]1[cH:25][c:26]([B:37]([OH:38])[OH:39])[c:27]([S:29](=[O:30])(=[O:31])[NH:32][C:33]([CH3:34])([CH3:35])[CH3:36])[s:28]1.[CH3:46][c:47]1[cH:48][cH:49][cH:50][cH:51][cH:52]1.[CH3:53][CH2:54][OH:55].[Na+:44].[Na+:45].[OH2:56].[cH:57]1[cH:58][cH:59][c:60]([P:61]([Pd:62]([P:63]([c:64]2[cH:65][cH:66][cH:67][cH:68][cH:69]2)([c:70]2[cH:71][cH:72][cH:73][cH:74][cH:75]2)[c:76]2[cH:77][cH:78][cH:79][cH:80][cH:81]2)([P:82]([c:83]2[cH:84][cH:85][cH:86][cH:87][cH:88]2)([c:89]2[cH:90][cH:91][cH:92][cH:93][cH:94]2)[c:95]2[cH:96][cH:97][cH:98][cH:99][cH:100]2)[P:101]([c:102]2[cH:103][cH:104][cH:105][cH:106][cH:107]2)([c:108]2[cH:109][cH:110][cH:111][cH:112][cH:113]2)[c:114]2[cH:115][cH:116][cH:117][cH:118][cH:119]2)([c:120]2[cH:121][cH:122][cH:123][cH:124][cH:125]2)[c:126]2[cH:127][cH:128][cH:129][cH:130][cH:131]2)[cH:132][cH:133]1.[n:1]1([CH2:10][C:11](=[O:12])[c:13]2[cH:14][c:15]([Br:19])[cH:16][cH:17][cH:18]2)[cH:2][n:3][c:4]2[c:5]1[cH:6][cH:7][cH:8][cH:9]2>>[n:1]1([CH2:10][C:11](=[O:12])[c:13]2[cH:14][c:15](-[c:26]3[cH:25][c:24]([CH2:20][CH:21]([CH3:22])[CH3:23])[s:28][c:27]3[S:29](=[O:30])(=[O:31])[NH:32][C:33]([CH3:34])([CH3:35])[CH3:36])[cH:16][cH:17][cH:18]2)[cH:2][n:3][c:4]2[c:5]1[cH:6][cH:7][cH:8][cH:9]2. The reactants are O=C([O-])[O-], CC(C)Cc1cc(B(O)O)c(S(=O)(=O)NC(C)(C)C)s1, Cc1ccccc1, CCO, [Na+], [Na+], O, c1ccc(P(c2ccccc2)(c2ccccc2)[Pd](P(c2ccccc2)(c2ccccc2)c2ccccc2)(P(c2ccccc2)(c2ccccc2)c2ccccc2)P(c2ccccc2)(c2ccccc2)c2ccccc2)cc1, O=C(Cn1cnc2ccccc21)c1cccc(Br)c1. The product is CC(C)Cc1cc(-c2cccc(C(=O)Cn3cnc4ccccc43)c2)c(S(=O)(=O)NC(C)(C)C)s1. Starting materials: C1CCOC1, ClCCl, COC(=O)c1ccc(C(C)C)cc1O, CC(C)OC(=O)N=NC(=O)OC(C)C, CC(C)(C)OC(=O)N1CCCC(CO)C1, c1ccc(P(c2ccccc2)c2ccccc2)cc1. Yields the product COC(=O)c1ccc(C(C)C)cc1OCC1CCCN(C(=O)OC(C)(C)C)C1. Reaction SMILES: [CH2:63]1[O:64][CH2:65][CH2:66][CH2:67]1.[CH2:68]([Cl:69])[Cl:70].[CH:1]([CH3:2])([CH3:3])[c:4]1[cH:5][c:6]([OH:14])[c:7]([C:8](=[O:9])[O:10][CH3:11])[cH:12][cH:13]1.[O:49]=[C:50]([O:51][CH:52]([CH3:53])[CH3:54])[N:55]=[N:56][C:57]([O:58][CH:59]([CH3:60])[CH3:61])=[O:62].[OH:15][CH2:16][CH:17]1[CH2:18][N:19]([C:23](=[O:24])[O:25][C:26]([CH3:27])([CH3:28])[CH3:29])[CH2:20][CH2:21][CH2:22]1.[c:30]1([P:31]([c:32]2[cH:33][cH:34][cH:35][cH:36][cH:37]2)[c:38]2[cH:39][cH:40][cH:41][cH:42][cH:43]2)[cH:44][cH:45][cH:46][cH:47][cH:48]1>>[CH:1]([CH3:2])([CH3:3])[c:4]1[cH:5][c:6]([O:14][CH2:16][CH:17]2[CH2:18][N:19]([C:23](=[O:24])[O:25][C:26]([CH3:27])([CH3:28])[CH3:29])[CH2:20][CH2:21][CH2:22]2)[c:7]([C:8](=[O:9])[O:10][CH3:11])[cH:12][cH:13]1. Reactants: [H][H] (hydrogen), C(C)(=O)C1(CCN(CC1)CC=C(C1=CC=CC=C1)C1=CC=CC=C1)O (4-acetyl-1-(3,3-diphenyl-2-propenyl)-4-hydroxypiperidine), ClC1=CC=C(C=C1)N=C=O (4-chlorophenyl isocyanate), hydrochloride salt. Run in C(C)(C)OC(C)C (diisopropyl ether), C(CC)N(CCC)CCC (tripropylamine). Reaction conditions: time 3 hour. Product: Cl.ClC1=CC=C(C=C1)N1C(OC2(C1(C)O)CCN(CC2)CC=C(C2=CC=CC=C2)C2=CC=CC=C2)=O (3-(4-chlorophenyl)-8-(3,3-diphenyl-2-propenyl)-4-hydroxy-4-methyl-2-oxo-1-oxa-3,8-diazaspiro[4,5]decane hydrochloride). The yield is 47.3%. RXN SMILES: [C:1]([C:4]1([OH:25])[CH2:9][CH2:8][N:7]([CH2:10][CH:11]=[C:12]([C:19]2[CH:24]=[CH:23][CH:22]=[CH:21][CH:20]=2)[C:13]2[CH:18]=[CH:17][CH:16]=[CH:15][CH:14]=2)[CH2:6][CH2:5]1)(=[O:3])[CH3:2].[Cl:26][C:27]1[CH:32]=[CH:31][C:30]([N:33]=[C:34]=[O:35])=[CH:29][CH:28]=1.[H][H]>C(N(CCC)CCC)CC.C(OC(C)C)(C)C>[ClH:26].[Cl:26][C:27]1[CH:32]=[CH:31][C:30]([N:33]2[C:1]([OH:3])([CH3:2])[C:4]3([CH2:5][CH2:6][N:7]([CH2:10][CH:11]=[C:12]([C:19]4[CH:24]=[CH:23][CH:22]=[CH:21][CH:20]=4)[C:13]4[CH:14]=[CH:15][CH:16]=[CH:17][CH:18]=4)[CH2:8][CH2:9]3)[O:25][C:34]2=[O:35])=[CH:29][CH:28]=1 |f:5.6|. Procedure details: A solution containing 6.4 g of 4-acetyl-1-(3,3-diphenyl-2-propenyl)-4-hydroxypiperidine and 3.4 g of 4-chlorophenyl isocyanate in 30 ml of tripropylamine is gently refluxed under argon while stirring for 3 hours, then the solvent is distilled off under reduced pressure. After adding benzene to the evaporation residue, the insoluble materials are filtered off, the benzene solution is filtered through a silica gel layer and the solution is evaporated under reduced pressure. After recrystallizing t...